Dataset: the Open Reaction Database (ORD), a public repository of structured organic reaction records. Task: describe an organic reaction: reactants, conditions, products, and yield The reactants are COc1cc([N+](=O)[O-])c(CCC(=O)O)c([N+](=O)[O-])c1O, O, c1ccncc1. Product: O=C(O)CCc1c([N+](=O)[O-])cc(O)c(O)c1[N+](=O)[O-]. Reaction SMILES: [N+:7](=[O:8])([O-:9])[c:10]1[c:11]([CH2:22][CH2:23][C:24](=[O:25])[OH:26])[c:12]([N+:19](=[O:20])[O-:21])[cH:13][c:14]([O:17][CH3:18])[c:15]1[OH:16].[OH2:27].[cH:1]1[cH:2][cH:3][n:4][cH:5][cH:6]1>>[N+:7](=[O:8])([O-:9])[c:10]1[c:11]([CH2:22][CH2:23][C:24](=[O:25])[OH:26])[c:12]([N+:19](=[O:20])[O-:21])[cH:13][c:14]([OH:17])[c:15]1[OH:16]. Starting materials: CCOC(=O)Nc1nc(CC(=O)O)ns1, CO. Product: CCOC(=O)Nc1nc(CC(=O)OC)ns1. As a reaction SMILES: [CH2:1]([CH3:2])[O:3][C:4](=[O:5])[NH:6][c:7]1[n:8][c:9]([CH2:12][C:13](=[O:14])[OH:15])[n:10][s:11]1.[CH3:16][OH:17]>>[CH2:1]([CH3:2])[O:3][C:4](=[O:5])[NH:6][c:7]1[n:8][c:9]([CH2:12][C:13]([O:14][CH3:16])=[O:15])[n:10][s:11]1. The reactants are [F-].C(CCC)[N+](CCCC)(CCCC)CCCC (tetrabutylammonium fluoride), COC[C@@H](OC=1C=C(C=C(C1)OC1=CC=C(C=C1)S(=O)(=O)C)C1=CC=C(N1)C=1O[C@@H](CN1)CO[Si](C(C)C)(C(C)C)C(C)C)C ((5S)-2-(5-{3-[(1S)-2-Methoxy-1-methylethoxy]-5-[4-(methylsulfonyl)phenoxy]phenyl}-1H-pyrrol-2-yl)-5-{[(triisopropylsilyl)oxy]methyl}-4,5-dihydro-1,3-oxazole), O (Water). The solvent is O1CCCC1 (tetrahydrofuran). Reaction conditions: time 30 minute. The product is COC[C@@H](OC=1C=C(C=C(C1)OC1=CC=C(C=C1)S(=O)(=O)C)C1=CC=C(N1)C=1O[C@H](CN1)CO)C ([(5R)-2-(5-{3-[(1S)-2-Methoxy-1-methylethoxy]-5-[4-(methylsulfonyl)phenoxy]phenyl}-1H-pyrrol-2-yl)-4,5-dihydro-1,3-oxazol-5-yl]methanol). Yield: 78.5%. As a reaction SMILES: [CH3:1][O:2][CH2:3][C@H:4]([CH3:45])[O:5][C:6]1[CH:7]=[C:8]([C:23]2[NH:27][C:26]([C:28]3[O:29][C@H:30]([CH2:33][O:34][Si](C(C)C)(C(C)C)C(C)C)[CH2:31][N:32]=3)=[CH:25][CH:24]=2)[CH:9]=[C:10]([O:12][C:13]2[CH:18]=[CH:17][C:16]([S:19]([CH3:22])(=[O:21])=[O:20])=[CH:15][CH:14]=2)[CH:11]=1.[F-].C([N+](CCCC)(CCCC)CCCC)CCC.O>O1CCCC1>[CH3:1][O:2][CH2:3][C@H:4]([CH3:45])[O:5][C:6]1[CH:7]=[C:8]([C:23]2[NH:27][C:26]([C:28]3[O:29][C@@H:30]([CH2:33][OH:34])[CH2:31][N:32]=3)=[CH:25][CH:24]=2)[CH:9]=[C:10]([O:12][C:13]2[CH:14]=[CH:15][C:16]([S:19]([CH3:22])(=[O:21])=[O:20])=[CH:17][CH:18]=2)[CH:11]=1 |f:1.2|. Procedure details: (5S)-2-(5-{3-[(1S)-2-Methoxy-1-methylethoxy]-5-[4-(methylsulfonyl)phenoxy]phenyl}-1H-pyrrol-2-yl)-5-{[(triisopropylsilyl)oxy]methyl}-4,5-dihydro-1,3-oxazole (180 mg, 0.262 mmol) synthesized in Example (35c) was dissolved in tetrahydrofuran (10 mL), and tetrabutylammonium fluoride (1M tetrahydrofuran solution, 0.53 mL, 0.53 mmol) was added, followed by stirring at room temperature for 30 minutes under nitrogen atmosphere. Water (10 mL) was added, and extraction was carried out with ethyl acetate ... The reactants are CCOC(C)=O, CCN(C(C)C)C(C)C, Cl, Cc1cc(N)sn1, C1CCOC1, O=C(Nc1ccc(Sc2ccc(C(=O)Cl)cc2[N+](=O)[O-])cc1)OCC1c2ccccc2-c2ccccc21. Product: Cc1cc(NC(=O)c2ccc(Sc3ccc(NC(=O)OCC4c5ccccc5-c5ccccc54)cc3)c([N+](=O)[O-])c2)sn1. RXN SMILES: [CH3:60][CH2:61][O:62][C:63](=[O:64])[CH3:65].[CH:46]([N:47]([CH:48]([CH3:49])[CH3:50])[CH2:51][CH3:52])([CH3:53])[CH3:54].[ClH:38].[NH2:39][c:40]1[cH:41][c:42]([CH3:45])[n:43][s:44]1.[O:55]1[CH2:56][CH2:57][CH2:58][CH2:59]1.[cH:1]1[cH:2][cH:3][cH:4][c:5]2[c:13]1[CH:12]([CH2:14][O:15][C:16]([NH:17][c:18]1[cH:19][cH:20][c:21]([S:24][c:25]3[c:26]([N+:34](=[O:35])[O-:36])[cH:27][c:28]([C:31](=[O:32])[Cl:33])[cH:29][cH:30]3)[cH:22][cH:23]1)=[O:37])[c:11]1[c:6]-2[cH:7][cH:8][cH:9][cH:10]1>>[cH:1]1[cH:2][cH:3][cH:4][c:5]2[c:13]1[CH:12]([CH2:14][O:15][C:16]([NH:17][c:18]1[cH:19][cH:20][c:21]([S:24][c:25]3[c:26]([N+:34](=[O:35])[O-:36])[cH:27][c:28]([C:31](=[O:32])[NH:39][c:40]4[cH:41][c:42]([CH3:45])[n:43][s:44]4)[cH:29][cH:30]3)[cH:22][cH:23]1)=[O:37])[c:11]1[c:6]-2[cH:7][cH:8][cH:9][cH:10]1.